The task is: describe an organic reaction: reactants, conditions, products, and yield. This data is from the Open Reaction Database (ORD), a public repository of structured organic reaction records. Reactants: FC(C(=O)NC1CN(CC2CCCCC12)C(=O)OC(C)(C)C)(F)F (tert-butyl 4-[(trifluoroacetyl)amino]octahydroisoquinoline-2(1H)-carboxylate), C([O-])([O-])=O.[K+].[K+] (potassium carbonate). The solvent is CO (methanol). The product is NC1CN(CC2CCCCC12)C(=O)OC(C)(C)C (tert-butyl 4-aminooctahydroisoquinoline-2(1H)-carboxylate). Isolated yield 88.2%. Reaction SMILES: FC(F)(F)C([NH:5][CH:6]1[CH:15]2[CH:10]([CH2:11][CH2:12][CH2:13][CH2:14]2)[CH2:9][N:8]([C:16]([O:18][C:19]([CH3:22])([CH3:21])[CH3:20])=[O:17])[CH2:7]1)=O.C(=O)([O-])[O-].[K+].[K+]>CO>[NH2:5][CH:6]1[CH:15]2[CH:10]([CH2:11][CH2:12][CH2:13][CH2:14]2)[CH2:9][N:8]([C:16]([O:18][C:19]([CH3:22])([CH3:21])[CH3:20])=[O:17])[CH2:7]1 |f:1.2.3|. Procedure details: A solution of tert-butyl 4-[(trifluoroacetyl)amino]octahydroisoquinoline-2(1H)-carboxylate (1.75 g) and 20% aqueous potassium carbonate solution (10 ml) in methanol (25 ml) was stirred at 60° C. for 15 hr. The solvent was evaporated under reduced pressure, saturated brine (20 ml) was added to the residue, and the mixture was extracted with chloroform (30 ml×2). The extract was dried over anhydrous sodium sulfate and the solvent was evaporated under reduced pressure. The residue was subjected to ... Reactants: OS(=O)(=O)O.O=S(=O)=O (oleum), C1=CC=C2C(=C1)C(=C3C(=CC=C(C3=C2O)N)N)O (leuco-1,4-diaminoanthraquinone), S(O)(O)(=O)=O (sulfuric acid), OS(=O)(=O)O.O=S(=O)=O (oleum). Conditions: temperature 110 celsius, time 4 hour. Product: NC1=C(C=C(C=2C(C3=CC=CC=C3C(C12)=O)=O)N)S(=O)(=O)O (1,4-diaminoanthraquinone-2-sulfonic acid), S(O)(O)(=O)=O (sulfuric acid). RXN SMILES: [CH:1]1[CH:6]=[C:5]2[C:7]([OH:18])=[C:8]3[C:13](=[C:14]([OH:15])[C:4]2=[CH:3][CH:2]=1)[C:12]([NH2:16])=[CH:11][CH:10]=[C:9]3[NH2:17].[S:19](=O)(=[O:22])([OH:21])[OH:20].[OH:24][S:25]([OH:28])(=[O:27])=[O:26].O=S(=O)=O>>[NH2:17][C:9]1[C:8]2[C:7](=[O:18])[C:5]3[C:4](=[CH:3][CH:2]=[CH:1][CH:6]=3)[C:14](=[O:15])[C:13]=2[C:12]([NH2:16])=[CH:11][C:10]=1[S:19]([OH:22])(=[O:21])=[O:20].[S:25](=[O:26])(=[O:24])([OH:28])[OH:27] |f:2.3|. Procedure: 80 parts of leuco-1,4-diaminoanthraquinone are added to 270 parts of 100% sulfuric acid over 30 minutes, the temperature rising to 65°-70° C. The solution is heated to 110° C. and then 90 parts of 66% oleum are added initially over 1 hour, followed by the dropwise addition of a further 80 parts of 66% oleum over the next 3 hours. The reaction mixture is then stirred for a further 4 hours at 110° C., cooled to room temperature and poured onto 255 parts of ice. The resultant brown suspension is fi... Conditions: time 1 hour. As a reaction SMILES: [O:1]1[C:10]2[C:5](=[CH:6][CH:7]=[CH:8][CH:9]=2)[CH2:4][C:3](=O)[CH:2]1[C:12]1[CH:17]=[CH:16][CH:15]=[CH:14][CH:13]=1.P(Cl)(Cl)([Cl:20])=O.CN(C)[CH:25]=[O:26]>>[Cl:20][C:3]1[CH:2]([C:12]2[CH:17]=[CH:16][CH:15]=[CH:14][CH:13]=2)[O:1][C:10]2[C:5]([C:4]=1[CH:25]=[O:26])=[CH:6][CH:7]=[CH:8][CH:9]=2. Procedure: As in example 1, but using 2.2 g flavan-3-one, 12 ml dimethylformamide and 3 ml phosphorous oxychloride. Reaction time is one hour at 0°-5°. After hydrolysis and usual work up the residual oil is purified by column chromatography. The best fractions give a pale yellow oil of pure 3-chloro-4-formyl-flav-3-ene. TLC (n-hexane/acetone 4:1, SiO2) single spot, Rf =0.47. NMR (90 MHz, CDCl3):δ(ppm)=5.86 [1H, s, H-C(2)]; 6.7-7.5 [3H, m, H-C (6,7,8)]; 7.35 [5H, S,C6H5 ]; 8.15 [1H, dd, H-C(5)]. The reactants are O1C(C(CC2=CC=CC=C12)=O)C1=CC=CC=C1 (flavan-3-one), P(=O)(Cl)(Cl)Cl (phosphorous oxychloride), CN(C=O)C (dimethylformamide). Product: ClC=1C(OC2=CC=CC=C2C1C=O)C1=CC=CC=C1 (3-chloro-4-formyl-flav-3-ene).